From a dataset of the Open Reaction Database (ORD), a public repository of structured organic reaction records. describe an organic reaction: reactants, conditions, products, and yield Starting materials: CC(C)(C)c1ccc(CNCCc2ccc(Cl)c(Cl)c2)cc1, ClCCCl, ClCCCl, Cl, O=C(O)c1c(F)ccc2cc[nH]c12. Yields the product CC(C)(C)c1ccc(CN(CCc2ccc(Cl)c(Cl)c2)C(=O)c2c(F)ccc3cc[nH]c23)cc1. Reaction SMILES: [C:14]([CH3:15])([CH3:16])([CH3:17])[c:18]1[cH:19][cH:20][c:21]([CH2:22][NH:23][CH2:24][CH2:25][c:26]2[cH:27][c:28]([Cl:33])[c:29]([Cl:32])[cH:30][cH:31]2)[cH:34][cH:35]1.[CH2:36]([Cl:37])[CH2:38][Cl:39].[Cl:41][CH2:42][CH2:43][Cl:44].[ClH:40].[F:1][c:2]1[cH:3][cH:4][c:5]2[cH:6][cH:7][nH:8][c:9]2[c:10]1[C:11](=[O:12])[OH:13]>>[F:1][c:2]1[cH:3][cH:4][c:5]2[cH:6][cH:7][nH:8][c:9]2[c:10]1[C:11](=[O:13])[N:23]([CH2:22][c:21]1[cH:20][cH:19][c:18]([C:14]([CH3:15])([CH3:16])[CH3:17])[cH:35][cH:34]1)[CH2:24][CH2:25][c:26]1[cH:27][c:28]([Cl:33])[c:29]([Cl:32])[cH:30][cH:31]1. Reactants: FC1=CC=C(C=C1[N+](=O)[O-])C=1C(N(C(=CN1)C(F)(F)F)C)=O (3-(4-fluoro-5-nitrophenyl)-1-methyl-6-trifluoromethyl-2-oxo-1,2-dihydropyrazine), FC1=CC=C(C=C1[N+](=O)[O-])C=1C(N(C(=CN1)C(F)(F)F)C)=O (3-(4-fluoro-5-nitrophenyl)-1-methyl-6-trifluoromethyl-2-oxo-1,2-dihydropyrazine), [H][H] (hydrogen). Reagents/catalysts: [Pd] (palladium/carbon). Run in C(C)(=O)OCC (ethyl acetate). Run at time 3 hour. The product is NC=1C(=CC=C(C1)C=1C(N(C(=CN1)C(F)(F)F)C)=O)F (3-(5-amino-4-fluorophenyl)-1-methyl-6-trifluoromethyl-2-oxo-1,2-dihydropyrazine). The yield is 47.9%. RXN SMILES: [F:1][C:2]1[C:7]([N+:8]([O-])=O)=[CH:6][C:5]([C:11]2[C:12](=[O:22])[N:13]([CH3:21])[C:14]([C:17]([F:20])([F:19])[F:18])=[CH:15][N:16]=2)=[CH:4][CH:3]=1.[H][H]>C(OCC)(=O)C.[Pd]>[NH2:8][C:7]1[C:2]([F:1])=[CH:3][CH:4]=[C:5]([C:11]2[C:12](=[O:22])[N:13]([CH3:21])[C:14]([C:17]([F:19])([F:20])[F:18])=[CH:15][N:16]=2)[CH:6]=1. Procedure: First, 79 mg of 10% palladium/carbon was added to a solution of 0.30 g of 3-(4-fluoro-5-nitrophenyl)-1-methyl-6-trifluoromethyl-2-oxo-1,2-dihydropyrazine (present compound 1-13) in 12 ml of ethyl acetate under an atmosphere of nitrogen, which was then replaced with hydrogen under a pressure of 1 atm., and the mixture was stirred at room temperature for 3 hours. After completion of the reaction, the reaction mixture was filtered through celite and concentrated. The residue was subjected to silica... Reactants: CC(CN1CCN(CC1)CC(CN)(C)C)(CN)C (N,N'-bis(2,2-dimethyl-3-aminopropyl)piperazine), C(N)(OCCCCCCCC)=O (O-octyl carbamate), N (ammonia). Run in C(CCCCCCC)O (n-octanol). The product is C(CCCCCCC)OC(=O)NC(C(C)(C)C)N1CCN(CC1)C(C(C)(C)C)NC(=O)OCCCCCCCC (N,N'-bis(octoxycarbonylaminoneopentyl)piperazine). RXN SMILES: [CH3:1][C:2]([CH3:18])([CH2:16]N)[CH2:3][N:4]1[CH2:9][CH2:8][N:7]([CH2:10][C:11]([CH3:15])([CH3:14])[CH2:12]N)[CH2:6][CH2:5]1.[C:19](=[O:30])([O:21][CH2:22][CH2:23][CH2:24][CH2:25][CH2:26][CH2:27][CH2:28][CH3:29])[NH2:20].[NH3:31]>C(O)CCCCCCC>[CH2:22]([O:21][C:19]([NH:20][CH:3]([N:4]1[CH2:9][CH2:8][N:7]([CH:10]([NH:31][C:19]([O:21][CH2:22][CH2:23][CH2:24][CH2:25][CH2:26][CH2:27][CH2:28][CH3:29])=[O:30])[C:11]([CH3:15])([CH3:14])[CH3:12])[CH2:6][CH2:5]1)[C:2]([CH3:18])([CH3:16])[CH3:1])=[O:30])[CH2:23][CH2:24][CH2:25][CH2:26][CH2:27][CH2:28][CH3:29]. Procedure details: Agitated in a reaction vessel are 256 parts of N,N'-bis(2,2-dimethyl-3-aminopropyl)piperazine with 400 parts of O-octyl carbamate and 130 parts of n-octanol at a reflux temperature of 190° C.-200° C. for 1 hour while the ammonia is removed by distillation. At that point, an additional 650 parts of n-octanol are allowed to flow into the reaction mixture and the reaction is continued at reflux temperature for 7 hours. Unreacted octanol and O-octylcarbonate are removed by distillation up to a sump ...